This data is from the Open Reaction Database (ORD), a public repository of structured organic reaction records. The task is: describe an organic reaction: reactants, conditions, products, and yield Reactants: O=C(O)c1cccc2cc(Oc3cc(Cl)ncn3)ccc12, [N-]=[N+]=[N-], [Na+], CN(C)C=O. Product: Nc1cc(Oc2ccc3c(C(=O)O)cccc3c2)ncn1. Reaction SMILES: [Cl:1][c:2]1[cH:3][c:4]([O:8][c:9]2[cH:10][c:11]3[cH:12][cH:13][cH:14][c:15]([C:19](=[O:20])[OH:21])[c:16]3[cH:17][cH:18]2)[n:5][cH:6][n:7]1.[N-:22]=[N+:23]=[N-:24].[Na+:25].[O:26]=[CH:27][N:28]([CH3:29])[CH3:30]>>[c:2]1([NH2:22])[cH:3][c:4]([O:8][c:9]2[cH:10][c:11]3[cH:12][cH:13][cH:14][c:15]([C:19](=[O:20])[OH:21])[c:16]3[cH:17][cH:18]2)[n:5][cH:6][n:7]1.